From a dataset of the Open Reaction Database (ORD), a public repository of structured organic reaction records. describe an organic reaction: reactants, conditions, products, and yield Yields the product CC1(OB(OC1(C)C)C=1C=NN(C1)C(C)C1=CC=C(C(=O)OC)C=C1)C (methyl 4-{1-[4-(4,4,5,5-tetramethyl-1,3,2-dioxaborolan-2-yl)-1H-pyrazol-1-yl]ethyl}benzoate). The reactants are CC1(OB(OC1(C)C)C=1C=NNC1)C (4-(4,4,5,5-tetramethyl-[1,3,2]dioxaborolan-2-yl)-1H-pyrazole), ClC(C)C1=CC=C(C(=O)OC)C=C1 (methyl 4-(1-chloroethyl)benzoate), C([O-])([O-])=O.[K+].[K+] (potassium carbonate), C1COCCOCCOCCOCCOCCO1 (18-crown-6). As a reaction SMILES: [CH3:1][C:2]1([CH3:14])[C:6]([CH3:8])([CH3:7])[O:5][B:4]([C:9]2[CH:10]=[N:11][NH:12][CH:13]=2)[O:3]1.Cl[CH:16]([C:18]1[CH:27]=[CH:26][C:21]([C:22]([O:24][CH3:25])=[O:23])=[CH:20][CH:19]=1)[CH3:17].C(=O)([O-])[O-].[K+].[K+].C1OCCOCCOCCOCCOCCOC1>CN(C=O)C.O>[CH3:1][C:2]1([CH3:14])[C:6]([CH3:7])([CH3:8])[O:5][B:4]([C:9]2[CH:13]=[N:12][N:11]([CH:16]([C:18]3[CH:27]=[CH:26][C:21]([C:22]([O:24][CH3:25])=[O:23])=[CH:20][CH:19]=3)[CH3:17])[CH:10]=2)[O:3]1 |f:2.3.4|. The solvent is CN(C)C=O (DMF), O (water). Conditions: temperature 80 celsius, time 8 hour. Procedure: The mixture of 4-(4,4,5,5-tetramethyl-[1,3,2]dioxaborolan-2-yl)-1H-pyrazole (0.20 g, 1.0 mmol), methyl 4-(1-chloroethyl)benzoate (0.2 g, 1.0 mmol), potassium carbonate (0.28 g, 2.0 mmol), and 18-crown-6 (3 mg) in DMF (5 mL) was stirred at 80° C. for 8 hours. After cooling to room temperature, the mixture was diluted with water and extracted with ethyl acetate. The organic layer was dried over sodium sulfate, filtered, and concentrated to afford methyl 4-{1-[4-(4,4,5,5-tetramethyl-1,3,2-dioxaboro...